Dataset: the Open Reaction Database (ORD), a public repository of structured organic reaction records. Task: describe an organic reaction: reactants, conditions, products, and yield The reactants are CC(=O)OC1CC(c2ccccc2)(c2ccccc2)C=CC1=O, CCCCOCN(Cc1ccccc1)C[Si](C)(C)C, ClCCl, [Na+], [Na+], O=C([O-])[O-], O=C(O)C(F)(F)F. Yields the product CC(=O)OC1CC(c2ccccc2)(c2ccccc2)C2CN(Cc3ccccc3)CC2C1=O. As a reaction SMILES: [C:1]([CH3:2])(=[O:3])[O:4][CH:5]1[CH2:6][C:7]([c:12]2[cH:13][cH:14][cH:15][cH:16][cH:17]2)([c:18]2[cH:19][cH:20][cH:21][cH:22][cH:23]2)[CH:8]=[CH:9][C:10]1=[O:11].[CH2:24]([O:25][CH2:29][N:30]([CH2:31][Si:26]([CH3:27])([CH3:28])[CH3:32])[CH2:36][c:37]1[cH:38][cH:39][cH:40][cH:41][cH:42]1)[CH2:33][CH2:34][CH3:35].[Cl:56][CH2:57][Cl:58].[Na+:50].[Na+:51].[O-:52][C:53](=[O:54])[O-:55].[OH:43][C:44]([C:45]([F:46])([F:47])[F:48])=[O:49]>>[C:1]([CH3:2])(=[O:3])[O:4][CH:5]1[CH2:6][C:7]([c:12]2[cH:13][cH:14][cH:15][cH:16][cH:17]2)([c:18]2[cH:19][cH:20][cH:21][cH:22][cH:23]2)[CH:8]2[CH:9]([C:10]1=[O:11])[CH2:29][N:30]([CH2:36][c:37]1[cH:38][cH:39][cH:40][cH:41][cH:42]1)[CH2:31]2. The reactants are CC(C)N1CCNCC1, O=C(Nc1ccc2cccnc2c1)c1ccc2cc(Br)ccc2c1. The product is CC(C)N1CCN(c2ccc3cc(C(=O)Nc4ccc5cccnc5c4)ccc3c2)CC1. RXN SMILES: [CH:25]([CH3:26])([CH3:27])[N:28]1[CH2:29][CH2:30][NH:31][CH2:32][CH2:33]1.[n:1]1[cH:2][cH:3][cH:4][c:5]2[cH:6][cH:7][c:8]([NH:11][C:12](=[O:13])[c:14]3[cH:15][c:16]4[cH:17][cH:18][c:19]([Br:24])[cH:20][c:21]4[cH:22][cH:23]3)[cH:9][c:10]12>>[n:1]1[cH:2][cH:3][cH:4][c:5]2[cH:6][cH:7][c:8]([NH:11][C:12](=[O:13])[c:14]3[cH:15][c:16]4[cH:17][cH:18][c:19]([N:31]5[CH2:30][CH2:29][N:28]([CH:25]([CH3:26])[CH3:27])[CH2:33][CH2:32]5)[cH:20][c:21]4[cH:22][cH:23]3)[cH:9][c:10]12.